This data is from the Open Reaction Database (ORD), a public repository of structured organic reaction records. The task is: describe an organic reaction: reactants, conditions, products, and yield Starting materials: C(#N)C1=C(C=C(CBr)C=C1)F (4-Cyano-3-fluorobenzyl bromide), C(C)(C)(C)OC(=O)N[C@H](C(=O)OC(C)(C)C)CCCC(=O)OC(C)(C)C (di-tert-Butyl (2S)-2-[(tert-butoxycarbonyl)amino]hexanedioate), solution, C[Si](C)(C)[N-][Si](C)(C)C.[Li+] (lithium bis(trimethylsilyl)amide). Solvent: C1CCOC1 (THF), C1CCOC1 (THF). Conditions: temperature -70 celsius, time 2 hour. The product is N[C@H](C(=O)O)CCC(C(=O)O)CC1=CC(=C(C=C1)C#N)F ((2S)-2-Amino-5-(4-cyano-3-fluorobenzyl)hexanedioic acid). As a reaction SMILES: C(OC([NH:8][C@@H:9]([CH2:17][CH2:18][CH2:19][C:20]([O:22]C(C)(C)C)=[O:21])[C:10]([O:12]C(C)(C)C)=[O:11])=O)(C)(C)C.C[Si]([N-][Si](C)(C)C)(C)C.[Li+].[C:37]([C:39]1[CH:46]=[CH:45][C:42]([CH2:43]Br)=[CH:41][C:40]=1[F:47])#[N:38]>C1COCC1>[NH2:8][C@@H:9]([CH2:17][CH2:18][CH:19]([CH2:43][C:42]1[CH:45]=[CH:46][C:39]([C:37]#[N:38])=[C:40]([F:47])[CH:41]=1)[C:20]([OH:22])=[O:21])[C:10]([OH:12])=[O:11] |f:1.2|. Procedure details: 1.49 g (4 mmol) of di-tert-Butyl (2S)-2-[(tert-butoxycarbonyl)amino]hexanedioate 7a were dissolved in 50 mL of THF and cooled to −70° C. 8.8 mL (8.8 mmol) of a 1M solution of lithium bis(trimethylsilyl)amide in THF were added dropwise over a period of two hours at this temperature and the mixture was stirred at −70° C. for another 2 hours. 0.985 g (4.6 mmol) of 4-Cyano-3-fluorobenzyl bromide were then added dropwise, and after 2 h at this temperature, the cooling bath was removed and 20 mL of 2N... Reactants: COC1=C(OC(C(=O)OC)C(=O)OC)C=CC=C1 (dimethyl (2-methoxyphenoxy)malonate), [Na] (sodium), F[B-](F)(F)F.C(C1=CC=CC=C1)OC=1C=C(C(=N)N)C=CC1 (m-benzyloxy-benzamidine tetrafluoroborate). Run in CO (methanol), CO (methanol). Run at time 30 minute. Product: C(C1=CC=CC=C1)OC=1C=C(C=CC1)C1=NC(=C(C(=N1)O)OC1=C(C=CC=C1)OC)O (2-(3-benzyloxy-phenyl)-5-(2-methoxy-phenoxy)-pyrimidine-4,6-diol). Reaction SMILES: [CH3:1][O:2][C:3]1[CH:18]=[CH:17][CH:16]=[CH:15][C:4]=1[O:5][CH:6]([C:11]([O:13]C)=O)[C:7]([O:9]C)=O.[Na].F[B-](F)(F)F.[CH2:25]([O:32][C:33]1[CH:34]=[C:35]([CH:39]=[CH:40][CH:41]=1)[C:36]([NH2:38])=[NH:37])[C:26]1[CH:31]=[CH:30][CH:29]=[CH:28][CH:27]=1>CO>[CH2:25]([O:32][C:33]1[CH:34]=[C:35]([C:36]2[N:38]=[C:7]([OH:9])[C:6]([O:5][C:4]3[CH:15]=[CH:16][CH:17]=[CH:18][C:3]=3[O:2][CH3:1])=[C:11]([OH:13])[N:37]=2)[CH:39]=[CH:40][CH:41]=1)[C:26]1[CH:27]=[CH:28][CH:29]=[CH:30][CH:31]=1 |f:2.3,^1:18|. Reported procedure: 6.3 g of dimethyl (2-methoxyphenoxy)malonate were added dropwise within 5 minutes under an argon atmosphere to a solution of 1.72 g of sodium in methanol (150 ml) at 5° C. Stirring was continued for 30 minutes (5° C.) then 7.85 g of m-benzyloxy-benzamidine tetrafluoroborate in methanol (50 ml) were added within 5 minutes at 5° C. and the mixture was then stirred for further 20 h at RT. The solvent was removed in vacuo and the residue partitioned between water and EtOAc (each 50 ml). The cold aqu... Starting materials: C(C)N(C(C(=O)O)=C)S(=O)(=O)C1=CC=C(C=C1)F (2-[ethyl-(4-fluorophenyl)sulfonyl-amino]prop-2-enoic acid), CCOC(=O)OC(=O)OCC (DEPC), C1(CC1)CN1CCN(CC1)C1=NC(=CC(=C1)CN)C1=CC=C(C=C1)OC(F)(F)F ([2-[4-(cyclopropylmethyl)piperazin-1-yl]-6-[4-(trifluoromethoxy)phenyl]-4-pyridyl]methanamine). Run in C1CCOC1 (THF). Run at time 5 minute. The product is C1(CC1)CN1CCN(CC1)C1=NC(=CC(=C1)CNC(C(=C)N(S(=O)(=O)C1=CC=C(C=C1)F)CC)=O)C1=CC=C(C=C1)OC(F)(F)F (N-[[2-[4-(cyclopropylmethyl)piperazin-1-yl]-6-[4-(trifluoromethoxy)phenyl]-4-pyridyl]methyl]-2-[ethyl-(4-fluorophenyl)sulfonyl-amino]prop-2-enamide). The yield is 30.2%. Reaction SMILES: [CH2:1]([N:3]([S:9]([C:12]1[CH:17]=[CH:16][C:15]([F:18])=[CH:14][CH:13]=1)(=[O:11])=[O:10])[C:4](=[CH2:8])[C:5]([OH:7])=O)[CH3:2].CCOC(OC(OCC)=O)=O.[CH:30]1([CH2:33][N:34]2[CH2:39][CH2:38][N:37]([C:40]3[CH:45]=[C:44]([CH2:46][NH2:47])[CH:43]=[C:42]([C:48]4[CH:53]=[CH:52][C:51]([O:54][C:55]([F:58])([F:57])[F:56])=[CH:50][CH:49]=4)[N:41]=3)[CH2:36][CH2:35]2)[CH2:32][CH2:31]1>C1COCC1>[CH:30]1([CH2:33][N:34]2[CH2:35][CH2:36][N:37]([C:40]3[CH:45]=[C:44]([CH2:46][NH:47][C:5](=[O:7])[C:4]([N:3]([CH2:1][CH3:2])[S:9]([C:12]4[CH:17]=[CH:16][C:15]([F:18])=[CH:14][CH:13]=4)(=[O:11])=[O:10])=[CH2:8])[CH:43]=[C:42]([C:48]4[CH:53]=[CH:52][C:51]([O:54][C:55]([F:56])([F:58])[F:57])=[CH:50][CH:49]=4)[N:41]=3)[CH2:38][CH2:39]2)[CH2:32][CH2:31]1. Reported procedure: A solution of acid 4B (273.28 mg, 1 mmol) in THF (10 mL) was added with DEPC (0.15 mL, 1.1 mol eq) and the mixture was stirred at room temperature for about 5 minutes. Then [2-[4-(cyclopropylmethyl)piperazin-1-yl]-6-[4-(trifluoromethoxy)phenyl]-4-pyridyl]methanamine 27F (405 mg, 1.04 mol eq) and a catalytic amount of TEA were added, then the reaction mixture was stirred at room temperature overnight. The solvent was removed under reduced pressure, the residue was suspended in EtOAc (40 mL) and w... The reactants are C(C)SC1=CNC2=CC(=CC=C12)C(=O)N1CCOCC1 ((3-(Ethylthio)-1H-indol-6-yl)(morpholino)methanone), BrC=1C=NC(=NC1)Cl (5-bromo-2-chloropyrimidine). Product: BrC=1C=NC(=NC1)N1C=C(C2=CC=C(C=C12)C(=O)N1CCOCC1)SCC ((1-(5-Bromopyrimidin-2-yl)-3-(ethylthio)-1H-indol-6-yl)(morpholino)methanone). Reaction SMILES: [CH2:1]([S:3][C:4]1[C:12]2[C:7](=[CH:8][C:9]([C:13]([N:15]3[CH2:20][CH2:19][O:18][CH2:17][CH2:16]3)=[O:14])=[CH:10][CH:11]=2)[NH:6][CH:5]=1)[CH3:2].[Br:21][C:22]1[CH:23]=[N:24][C:25](Cl)=[N:26][CH:27]=1>>[Br:21][C:22]1[CH:23]=[N:24][C:25]([N:6]2[C:7]3[C:12](=[CH:11][CH:10]=[C:9]([C:13]([N:15]4[CH2:16][CH2:17][O:18][CH2:19][CH2:20]4)=[O:14])[CH:8]=3)[C:4]([S:3][CH2:1][CH3:2])=[CH:5]2)=[N:26][CH:27]=1. Procedure: The product 29a) (1.5 g, 5.17 mmol, 1.0 eq) and 5-bromo-2-chloropyrimidine (1.0 g, 5.17 mmol, 1.0 eq) were reacted as described in procedure 1c). Yield: 700 mg. Mass spectroscopy: m/z: [M+H]+=446.6/448.7 Starting materials: C(CCCC)C1=CC=C(C=C1)C1=CC=C(C=C1)C(C)O (Racemic (±)-4-pentyl-4'-(1-hydroxyethyl)biphenyl), C(CCCCC)(=O)O (caproic acid), C(CCCC)C1=CC=C(C=C1)C1=CC=C(C=C1)C(C)O ((-)-4- pentyl-4'-(1-hydroxyethyl)biphenyl), C1CCC(CC1)N=C=NC2CCCCC2 (DCC). Reagents/catalysts: CN(C)C=1C=CN=CC1 (DMAP). Product: C(CCCC)C1=CC=C(C=C1)C1=CC=C(C=C1)C(C)OC(CCCCC)=O (4-pentyl-4'-(1-hexanoyloxyethyl)biphenyl). RXN SMILES: [CH2:1]([C:6]1[CH:11]=[CH:10][C:9]([C:12]2[CH:17]=[CH:16][C:15]([CH:18]([OH:20])[CH3:19])=[CH:14][CH:13]=2)=[CH:8][CH:7]=1)[CH2:2][CH2:3][CH2:4][CH3:5].C1CCC(N=C=NC2CCCCC2)CC1.[C:36](O)(=[O:42])[CH2:37][CH2:38][CH2:39][CH2:40][CH3:41]>CN(C1C=CN=CC=1)C>[CH2:1]([C:6]1[CH:11]=[CH:10][C:9]([C:12]2[CH:13]=[CH:14][C:15]([CH:18]([O:20][C:36](=[O:42])[CH2:37][CH2:38][CH2:39][CH2:40][CH3:41])[CH3:19])=[CH:16][CH:17]=2)=[CH:8][CH:7]=1)[CH2:2][CH2:3][CH2:4][CH3:5]. Reported procedure: Racemic (±)-4-pentyl-4'-(1-hydroxyethyl)biphenyl (m.p. 90.0° C.) was optically resolved by biochemical transesterification. Using the obtained 5.0 g of (-)-4- pentyl-4'-(1-hydroxyethyl)biphenyl (m.p. 83.8° C., [α]D 24.5 -25.0° (c 1.0, CH3OH)), 7.0 g of DCC, 1.0 g of DMAP and 3.0 g of caproic acid, optically active 4-pentyl-4'-(1-hexanoyloxyethyl)biphenyl 3.2 g was obtained by the same method as described in Example 1. The melting point of the obtained biphenyl was 10° C. Reactants: C1(=CC=CC=C1)P(C1=CC=CC=C1)C1=CC=CC=C1 (triphenylphosphine), CC(C)([O-])C.[Na+] (sodium t-butoxide), C1(=CC=CC=C1)NC1=CC2=C(OC3=C2C=CC=C3)C=C1 (N-phenyldibenzo[b,d]furan-2-amine), BrC1=CC=C(C=C1)I (1-bromo-4-iodobenzene). The reagents and catalysts are CC(=O)[O-].CC(=O)[O-].[Pd+2] (Pd(OAc)2). The solvent is C1(=CC=CC=C1)C (toluene). The product is BrC1=CC=C(C=C1)N(C1=CC2=C(OC3=C2C=CC=C3)C=C1)C1=CC=CC=C1 (N-(4-bromophenyl)-N-phenyldibenzo[b,d]furan-2-amine). As a reaction SMILES: [C:1]1([NH:7][C:8]2[CH:20]=[CH:19][C:11]3[O:12][C:13]4[CH:18]=[CH:17][CH:16]=[CH:15][C:14]=4[C:10]=3[CH:9]=2)[CH:6]=[CH:5][CH:4]=[CH:3][CH:2]=1.[Br:21][C:22]1[CH:27]=[CH:26][C:25](I)=[CH:24][CH:23]=1.C1(P(C2C=CC=CC=2)C2C=CC=CC=2)C=CC=CC=1.CC(C)([O-])C.[Na+]>C1(C)C=CC=CC=1.CC([O-])=O.CC([O-])=O.[Pd+2]>[Br:21][C:22]1[CH:27]=[CH:26][C:25]([N:7]([C:1]2[CH:6]=[CH:5][CH:4]=[CH:3][CH:2]=2)[C:8]2[CH:20]=[CH:19][C:11]3[O:12][C:13]4[CH:18]=[CH:17][CH:16]=[CH:15][C:14]=4[C:10]=3[CH:9]=2)=[CH:24][CH:23]=1 |f:3.4,6.7.8|. Procedure details: N-phenyldibenzo[b,d]furan-2-amine (5.0 g, 19.3 mmol), and 1-bromo-4-iodobenzene (10.9 g, 38.6 mmol) were mixed in 100 mL of toluene. The solution was bubbled with nitrogen for 15 min. Pd(OAc)2 (0.22 g, 1.0 mmol), triphenylphosphine (0.51 g, 1.9 mmol) and sodium t-butoxide (2.2 g, 23.1 mmol) were added. The mixture was refluxed overnight under nitrogen. Starting materials: CC1=CC=C(O1)C=1C2=C(N=C(N1)N)N=NN2 (7-(5-methyl-2-furyl)-1H-[1,2,3]triazolo[4,5-d]pyrimidin-5-ylamine), BrCC1=NC(=CC=C1)COCC1OCCC1 (2-bromomethyl-6-(tetrahydrofuran-2-ylmethoxymethyl)pyridine). Yields the product O1C(CCC1)COCC1=CC=CC(=N1)CN1N=NC2=C1N=C(N=C2C=2OC(=CC2)C)N ((RS)-3-{6-(Tetrahydrofuran-2-ylmethoxymethyl]pyridin-2-ylmethyl}-7-(5-methyl-2-furyl)-3H-[1,2,3]triazolo[4,5-d]pyrimidin-5-ylamine). As a reaction SMILES: [CH3:1][C:2]1[O:6][C:5]([C:7]2[C:8]3[NH:16][N:15]=[N:14][C:9]=3[N:10]=[C:11]([NH2:13])[N:12]=2)=[CH:4][CH:3]=1.Br[CH2:18][C:19]1[CH:24]=[CH:23][CH:22]=[C:21]([CH2:25][O:26][CH2:27][CH:28]2[CH2:32][CH2:31][CH2:30][O:29]2)[N:20]=1>>[O:29]1[CH2:30][CH2:31][CH2:32][CH:28]1[CH2:27][O:26][CH2:25][C:21]1[N:20]=[C:19]([CH2:18][N:14]2[C:9]3[N:10]=[C:11]([NH2:13])[N:12]=[C:7]([C:5]4[O:6][C:2]([CH3:1])=[CH:3][CH:4]=4)[C:8]=3[N:16]=[N:15]2)[CH:24]=[CH:23][CH:22]=1. Procedure: Prepared from 7-(5-methyl-2-furyl)-1H-[1,2,3]triazolo[4,5-d]pyrimidin-5-ylamine and 2-bromomethyl-6-(tetrahydrofuran-2-ylmethoxymethyl)pyridine by the alkylation method described in Example 36. Starting materials: COCC#CC1=C(C(=O)OC)C=CC=C1 (Methyl 2-[3-(methyloxy)-1-propyn-1-yl]benzoate), Cl.CNOC (N,O-dimethylhydroxylamine hydrochloride), [Li]CCCC (nBuLi). The product is CN(C(C1=C(C=CC=C1)C#CCOC)=O)OC (N-Methyl-N-(methyloxy)-2-[3-(methyloxy)-1-propyn-1-yl]benzamide). The yield is 48.0%. Reaction SMILES: [CH3:1][O:2][CH2:3][C:4]#[C:5][C:6]1[CH:15]=[CH:14][CH:13]=[CH:12][C:7]=1[C:8]([O:10]C)=O.Cl.[CH3:17][NH:18][O:19][CH3:20].[Li]CCCC>>[CH3:17][N:18]([O:19][CH3:20])[C:8](=[O:10])[C:7]1[CH:12]=[CH:13][CH:14]=[CH:15][C:6]=1[C:5]#[C:4][CH2:3][O:2][CH3:1] |f:1.2|. Procedure details: Treatment of methyl 2-[3-(methyloxy)-1-propyn-1-yl]benzoate (142) (0.64 g, 3.13 mmol) with a mixture of N,O-dimethylhydroxylamine hydrochloride and nBuLi gave 0.35 g (48%) of the title compound (143) as a yellow oil. 1H NMR (400 MHz, CDCl3): δ 3.32 (br s, 3H), 3.43 (s, 3H), 3.50 (br s, 3H), 4.30 (s, 2H), 7.25-7.40 (m, 3H), 7.45-7.55 (m, 1H). LCMS (ESI): m/z 234 (M+H)+. Reactants: COC([C@@H](NC(=O)N(CC1=NC=CC=C1)C)C(C)C)=O (N-((N-methyl-N-((2-pyridinyl)methyl)amino)carbonyl)valine methyl ester), [OH-].[Li+] (lithium hydroxide). The solvent is O1CCOCC1 (dioxane). Conditions: time 1 hour. Yields the product CN(CC1=NC=CC=C1)C(=O)N[C@@H](C(C)C)C(=O)O (N-((N-Methyl-N-((2-pyridinyl)methyl)amino)cabonyl)valine). The yield is 85.0%. As a reaction SMILES: C[O:2][C:3](=[O:20])[C@H:4]([CH:17]([CH3:19])[CH3:18])[NH:5][C:6]([N:8]([CH3:16])[CH2:9][C:10]1[CH:15]=[CH:14][CH:13]=[CH:12][N:11]=1)=[O:7].[OH-].[Li+]>O1CCOCC1>[CH3:16][N:8]([C:6]([NH:5][C@H:4]([C:3]([OH:20])=[O:2])[CH:17]([CH3:19])[CH3:18])=[O:7])[CH2:9][C:10]1[CH:15]=[CH:14][CH:13]=[CH:12][N:11]=1 |f:1.2|. Procedure details: A solution of 4.47 g (16 mmol) of N-((N-methyl-N-((2-pyridinyl)methyl)amino)carbonyl)valine methyl ester in 65 ml of dioxane was treated with 65 ml of 0.5M aqueous lithium hydroxide. After being stirred at ambient temperature for 1 h, the resulting solution was concentrated in vacuo to a small volume (ca. 5 ml), neutralized to pH 5 with 1M aqueous HCl, and extracted with three 100 ml portions of ethyl acetate. The combined organic layers were dried over Na2SO4 and concentrated in vacuo to provid...